From a dataset of the Open Reaction Database (ORD), a public repository of structured organic reaction records. describe an organic reaction: reactants, conditions, products, and yield The reactants are O=C([O-])[O-], [K+], [K+], CN1CCCC1=N, O=C=Nc1cccc2ccccc12, c1ccccc1. The product is CN1CCCC1=NC(=O)Nc1cccc2ccccc12. As a reaction SMILES: [C:8](=[O:9])([O-:10])[O-:11].[K+:12].[K+:13].[NH:1]=[C:2]1[N:3]([CH3:7])[CH2:4][CH2:5][CH2:6]1.[c:14]1([N:24]=[C:25]=[O:26])[cH:15][cH:16][cH:17][c:18]2[cH:19][cH:20][cH:21][cH:22][c:23]12.[cH:27]1[cH:28][cH:29][cH:30][cH:31][cH:32]1>>[N:1](=[C:2]1[N:3]([CH3:7])[CH2:4][CH2:5][CH2:6]1)[C:25]([NH:24][c:14]1[cH:15][cH:16][cH:17][c:18]2[cH:19][cH:20][cH:21][cH:22][c:23]12)=[O:26]. Starting materials: [Br-], C1CCOC1, C[Mg+], [Cl-], Cc1cccc2cc(C=O)c(Cl)nc12, [NH4+]. Product: Cc1cccc2cc(C(C)O)c(Cl)nc12. Reaction SMILES: [Br-:15].[CH2:20]1[O:21][CH2:22][CH2:23][CH2:24]1.[CH3:16][Mg+:17].[Cl-:18].[Cl:1][c:2]1[n:3][c:4]2[c:5]([CH3:14])[cH:6][cH:7][cH:8][c:9]2[cH:10][c:11]1[CH:12]=[O:13].[NH4+:19]>>[Cl:1][c:2]1[n:3][c:4]2[c:5]([CH3:14])[cH:6][cH:7][cH:8][c:9]2[cH:10][c:11]1[CH:12]([OH:13])[CH3:16]. The reactants are ClCC=1N(C2=NC(=NC=C2N1)C)C (8-Chloromethyl-2,9-dimethyl-9H-purine), FC1=NC(=CC=C1)C=1NC=CN1 (2-Fluoro-6-(1H-imidazol-2-yl)-pyridine), C(=O)([O-])[O-].[K+].[K+] (K2CO3). Run in CN(C)C=O (DMF), O (water). Conditions: time 4 hour. The product is FC1=CC=CC(=N1)C=1N(C=CN1)CC=1N(C2=NC(=NC=C2N1)C)C (8-{[2-(6-fluoropyridin-2-yl)-1H-imidazol-1-yl]methyl}-2,9-dimethyl-9H-purine). As a reaction SMILES: Cl[CH2:2][C:3]1[N:4]([CH3:13])[C:5]2[C:10]([N:11]=1)=[CH:9][N:8]=[C:7]([CH3:12])[N:6]=2.[F:14][C:15]1[CH:20]=[CH:19][CH:18]=[C:17]([C:21]2[NH:22][CH:23]=[CH:24][N:25]=2)[N:16]=1.C([O-])([O-])=O.[K+].[K+]>CN(C=O)C.O>[F:14][C:15]1[N:16]=[C:17]([C:21]2[N:25]([CH2:2][C:3]3[N:4]([CH3:13])[C:5]4[C:10]([N:11]=3)=[CH:9][N:8]=[C:7]([CH3:12])[N:6]=4)[CH:24]=[CH:23][N:22]=2)[CH:18]=[CH:19][CH:20]=1 |f:2.3.4|. Procedure details: A mixture of 8-Chloromethyl-2,9-dimethyl-9H-purine (40 mg, 0.2 mmol), 2-Fluoro-6-(1H-imidazol-2-yl)-pyridine (40 mg, 0.25 mmol) and K2CO3 (55 mg, 0.4 mmol) in 2 mL of DMF is stirred at room temperature for four hours. The mixture is diluted with water (10 mL), and extracted with ethyl acetate three times. The combined extract is washed with brine, dried and concentrated. The residue is purified by preparative thin layer chromatography to give the title compound. 1H NMR(CDCl3): δ 8.92 (s, 1H), 8.... The reactants are N1C=CC2=CC=C(C=C12)C(=O)OC (methyl indole-6-carboxylate), CO (methanol), O (water), O.[OH-].[Li+] (lithium hydroxide monohydrate). Solvent: O1CCCC1 (tetrahydrofuran). Run at temperature 60 celsius, time 6 hour. Product: N1C=CC2=CC=C(C=C12)C(=O)O (indole-6-carboxylic acid). Isolated yield 94.9%. As a reaction SMILES: [NH:1]1[C:9]2[C:4](=[CH:5][CH:6]=[C:7]([C:10]([O:12]C)=[O:11])[CH:8]=2)[CH:3]=[CH:2]1.CO.O.O.[OH-].[Li+]>O1CCCC1>[NH:1]1[C:9]2[C:4](=[CH:5][CH:6]=[C:7]([C:10]([OH:12])=[O:11])[CH:8]=2)[CH:3]=[CH:2]1 |f:3.4.5|. Procedure: A solution of methyl indole-6-carboxylate (11.0 g) in a mixture of tetrahydrofuran (150 ml), methanol (150 ml), and water (63 ml) was treated with lithium hydroxide monohydrate (15.8 g). The mixture was stirred at 60° C. for 6 hours and then concentrated to remove the organic solvents. The residue was dissolved in water, and the solution was acidified with 50% (v/v) hydrochloric acid. The precipitate which formed was collected by filtration and dried to give indole-6-carboxylic acid (9.6 g, 95%)... The reactants are CCOC(=O)CBr, O=C([O-])[O-], CC(=O)c1cc(Br)ccc1O, CC(C)=O, ClC(Cl)Cl, [K+], [K+]. Yields the product CCOC(=O)COc1ccc(Br)cc1C(C)=O. As a reaction SMILES: [Br:12][CH2:13][C:14](=[O:15])[O:16][CH2:17][CH3:18].[C:19](=[O:20])([O-:21])[O-:22].[C:1]([CH3:2])(=[O:3])[c:4]1[c:5]([OH:11])[cH:6][cH:7][c:8]([Br:10])[cH:9]1.[CH3:25][C:26](=[O:27])[CH3:28].[CH:29]([Cl:30])([Cl:31])[Cl:32].[K+:23].[K+:24]>>[C:1]([CH3:2])(=[O:3])[c:4]1[c:5]([O:11][CH2:13][C:14](=[O:15])[O:16][CH2:17][CH3:18])[cH:6][cH:7][c:8]([Br:10])[cH:9]1. Product: CC12CCC3C(C(C(=O)O)CC4CC(=O)CCC43C)C1CCC2=O. The reactants are CC12CCC3C(C(C=O)CC4CC(=O)CCC43C)C1CCC2=O, [K+], O=[Mn](=O)(=O)[O-]. As a reaction SMILES: [CH:1](=[O:2])[CH:3]1[CH:4]2[CH:5]3[CH2:6][CH2:7][C:8](=[O:23])[C:9]3([CH3:10])[CH2:11][CH2:12][CH:13]2[C:14]2([CH3:22])[CH2:15][CH2:16][C:17](=[O:21])[CH2:18][CH:19]2[CH2:20]1.[K+:29].[Mn:24](=[O:25])([O-:26])(=[O:27])=[O:28]>>[C:1](=[O:2])([CH:3]1[CH:4]2[CH:5]3[CH2:6][CH2:7][C:8](=[O:23])[C:9]3([CH3:10])[CH2:11][CH2:12][CH:13]2[C:14]2([CH3:22])[CH2:15][CH2:16][C:17](=[O:21])[CH2:18][CH:19]2[CH2:20]1)[OH:25].